The task is: describe an organic reaction: reactants, conditions, products, and yield. This data is from the Open Reaction Database (ORD), a public repository of structured organic reaction records. Reactants: ClC=1C=C(\C=C/2\C(C3=CC(=C(C=C3C2)N2CCOCC2)OC)=O)C=CC1C(F)(F)F ((E)-2-(3-chloro-4-(trifluoromethyl)benzylidene)-6-methoxy-5-morpholino-2,3-dihydro-1H-inden-1-one). The reagents and catalysts are [Pd] (Pd/C). Run in C(C)(=O)OCC (ethyl acetate). Reaction conditions: time 6 hour. Yields the product ClC=1C=C(CC2C(C3=CC(=C(C=C3C2)N2CCOCC2)OC)=O)C=CC1C(F)(F)F (2-(3-chloro-4-(trifluoromethyl)benzyl)-6-methoxy-5-morpholino-2,3-dihydro-1H-inden-1-one). Reaction SMILES: [Cl:1][C:2]1[CH:3]=[C:4]([CH:24]=[CH:25][C:26]=1[C:27]([F:30])([F:29])[F:28])/[CH:5]=[C:6]1/[C:7](=[O:23])[C:8]2[C:13]([CH2:14]/1)=[CH:12][C:11]([N:15]1[CH2:20][CH2:19][O:18][CH2:17][CH2:16]1)=[C:10]([O:21][CH3:22])[CH:9]=2>C(OCC)(=O)C.[Pd]>[Cl:1][C:2]1[CH:3]=[C:4]([CH:24]=[CH:25][C:26]=1[C:27]([F:28])([F:29])[F:30])[CH2:5][CH:6]1[CH2:14][C:13]2[C:8](=[CH:9][C:10]([O:21][CH3:22])=[C:11]([N:15]3[CH2:16][CH2:17][O:18][CH2:19][CH2:20]3)[CH:12]=2)[C:7]1=[O:23]. Procedure details: The 91 (220 mg, 0.502 mmol) was dissolved in ethyl acetate 150 mL, Pd/C 100 mg added, and the reaction stirred under hydrogen balloon for 6 h, then filtered through celite bed and washed with excess methanol. The organic layer was concentrated to get the crude 92 which was purified by flash chromatography using 100-200 mesh silica gel. The compound was eluted at 28% ethyl acetate in hexane as half white coloured solid compound 2-(3-chloro-4-(trifluoromethyl)benzyl)-6-methoxy-5-morpholino-2,3-dih... Reactants: NC1=C(C=CC=C1)C1=NN=C(O1)C1=CC=C(C(=O)OCC)C=C1 (ethyl 4-[5-(2-aminophenyl)-1,3,4-oxadiazol-2-yl]benzoate), [OH-].[Na+] (sodium hydroxide), Cl (hydrochloric acid). Solvent: O1CCCC1 (tetrahydrofuran). Product: NC1=C(C=CC=C1)C1=NN=C(O1)C1=CC=C(C(=O)O)C=C1 (4-[5-(2-aminophenyl)-1,3,4-oxadiazol-2-yl]benzoic acid). Yield: 84.1%. As a reaction SMILES: [NH2:1][C:2]1[CH:7]=[CH:6][CH:5]=[CH:4][C:3]=1[C:8]1[O:12][C:11]([C:13]2[CH:23]=[CH:22][C:16]([C:17]([O:19]CC)=[O:18])=[CH:15][CH:14]=2)=[N:10][N:9]=1.[OH-].[Na+].Cl>O1CCCC1>[NH2:1][C:2]1[CH:7]=[CH:6][CH:5]=[CH:4][C:3]=1[C:8]1[O:12][C:11]([C:13]2[CH:23]=[CH:22][C:16]([C:17]([OH:19])=[O:18])=[CH:15][CH:14]=2)=[N:10][N:9]=1 |f:1.2|. Procedure: A mixture of ethyl 4-[5-(2-aminophenyl)-1,3,4-oxadiazol-2-yl]benzoate (0.17 g),. 1 M aqueous sodium hydroxide solution (1.1 ml) and tetrahydrofuran (2 ml) was heated under reflux for 30 min. After cooling, 1 M hydrochloric acid was added to acidify the mixture. The crystals were collected by filtration to give 4-[5-(2-aminophenyl)-1,3,4-oxadiazol-2-yl]benzoic acid (0.13 g, yield 87%). Recrystallization from hexane-tetrahydrofuran gave colorless prism crystals. melting point: >300° C. Reactants: O (H2O), NCC=1C(NC(=CC1CCC)C)=O (3-aminomethyl-6-methyl-4-propyl-1H-pyridin-2-one), BrC=1C=C(C=2C=NN(C2C1)CC)C(=O)O (6-bromo-1-ethyl-1H-indazole-4-carboxylic acid), 4, CCN=C=NCCCN(C)C.Cl (EDC.HCl), C=1C=CC2=C(C1)N=NN2O (HOBt), CCN(C(C)C)C(C)C (DIPEA). Solvent: C(Cl)Cl (DCM), C(Cl)Cl (DCM). Reaction conditions: time 18 hour. Product: CC1=CC(=C(C(N1)=O)CNC(=O)C=1C=2C=NN(C2C=C(C1)Br)CC)CCC (6-bromo-1-ethyl-1H-indazole-4-carboxylic acid (6-methyl-2-oxo-4-propyl-1,2-dihydro-pyridin-3-ylmethyl)-amide). Yield: 32.0%. RXN SMILES: [Br:1][C:2]1[CH:3]=[C:4]([C:13]([OH:15])=O)[C:5]2[CH:6]=[N:7][N:8]([CH2:11][CH3:12])[C:9]=2[CH:10]=1.CCN=C=NCCCN(C)C.Cl.C1C=CC2N(O)N=NC=2C=1.O.CCN(C(C)C)C(C)C.[NH2:48][CH2:49][C:50]1[C:51](=[O:60])[NH:52][C:53]([CH3:59])=[CH:54][C:55]=1[CH2:56][CH2:57][CH3:58]>C(Cl)Cl>[CH3:59][C:53]1[NH:52][C:51](=[O:60])[C:50]([CH2:49][NH:48][C:13]([C:4]2[C:5]3[CH:6]=[N:7][N:8]([CH2:11][CH3:12])[C:9]=3[CH:10]=[C:2]([Br:1])[CH:3]=2)=[O:15])=[C:55]([CH2:56][CH2:57][CH3:58])[CH:54]=1 |f:1.2|. Procedure: To a stirred suspension of 6-bromo-1-ethyl-1H-indazole-4-carboxylic acid, 4 (450 mg, 1.67 mmol) in DCM (50 mL) were added EDC.HCl (384 mg, 2.00 mmol), HOBt.H2O (306 mg, 2.00 mmol) and then stirred for 15 min at RT. To the resulting mixture, DIPEA (1.2 mL, 5.59 mmol) followed by 3-aminomethyl-6-methyl-4-propyl-1H-pyridin-2-one (301 mg, 1.67 mmol) were added and the contents stirred for 18 h at RT. The reaction mixture was diluted with DCM (50 mL) and washed with water (2×50 mL), 10% aq citric aci... Reactants: BrBr, COC(=O)c1ccc(O)c(C(C)=O)c1, ClCCl, Cl, c1ccncc1. The product is COC(=O)c1cc(Br)c(O)c(C(C)=O)c1. As a reaction SMILES: [Br:21][Br:22].[C:1]([CH3:2])(=[O:3])[c:4]1[cH:5][c:6]([C:7](=[O:8])[O:9][CH3:10])[cH:11][cH:12][c:13]1[OH:14].[Cl:24][CH2:25][Cl:26].[ClH:23].[cH:15]1[cH:16][cH:17][n:18][cH:19][cH:20]1>>[C:1]([CH3:2])(=[O:3])[c:4]1[cH:5][c:6]([C:7](=[O:8])[O:9][CH3:10])[cH:11][c:12]([Br:21])[c:13]1[OH:14]. Reactants: C1(CCCCC1)N=C(C1=CC=C(C=C1)Cl)Cl (N-cyclohexyl 4-chlorobenzimidoyl chloride), ClS(=O)(=O)O (chlorosulfonic acid), CN1C(=CC(=C1)C)CC(=O)OC (methyl 1,4-dimethyl-1H-pyrrole-2-acetate), Cl(=O)(=O)(=O)O (perchloric acid). The product is Cl(=O)(=O)(=O)O.ClC1=CC=C(C=C1)C(C1=C(C=C(N1C)CC(=O)OC)C)=NC1CCCCC1 (Methyl 5-[(4-chlorophenyl)(cyclohexylimino)methyl]-1,4-dimethyl-1H-pyrrole-2-acetate Perchlorate), lime. Isolated yield 14.0%. Reaction SMILES: [CH:1]1([N:7]=[C:8](Cl)[C:9]2[CH:14]=[CH:13][C:12]([Cl:15])=[CH:11][CH:10]=2)[CH2:6][CH2:5][CH2:4][CH2:3][CH2:2]1.ClS(O)(=O)=O.[CH3:22][N:23]1[CH:27]=[C:26]([CH3:28])[CH:25]=[C:24]1[CH2:29][C:30]([O:32][CH3:33])=[O:31].[Cl:34]([OH:38])(=[O:37])(=[O:36])=[O:35]>>[Cl:34]([OH:38])(=[O:37])(=[O:36])=[O:35].[Cl:15][C:12]1[CH:13]=[CH:14][C:9]([C:8](=[N:7][CH:1]2[CH2:6][CH2:5][CH2:4][CH2:3][CH2:2]2)[C:27]2[N:23]([CH3:22])[C:24]([CH2:29][C:30]([O:32][CH3:33])=[O:31])=[CH:25][C:26]=2[CH3:28])=[CH:10][CH:11]=1 |f:4.5|. Reported procedure: The title compound was prepared as in Example X from N-cyclohexyl 4-chlorobenzimidoyl chloride (7.4 g, 29 mmole), chlorosulfonic acid (0.34 g, 3 mmole), methyl 1,4-dimethyl-1H-pyrrole-2-acetate (4.82 g, 28.86 mmole), and 70% perchloric acid (4.6 g, 32 mmole) to yield 1.97 g (14%) of a lime green solid, m.p. 196°-202° C. (dec). Procedure details: The phenyl-4-hydroxycyclohexanone produced in step (2), on mixing with a strong acid such as trifluoroacetic acid at moderate (room) temperature, yields 4-phenyl-3-cyclohexen-1-one. The thus produced compound (without isolation) is reduced at the 3-position of the cyclohexane ring, (e.g., with hydrogen in the presence of a catalyst such as palladium on charcoal) to yield 4-phenylcyclohexanone. Starting materials: C1(=CC=CC=C1)C1C(CCC(C1)O)=O (phenyl-4-hydroxycyclohexanone), FC(C(=O)O)(F)F (trifluoroacetic acid). As a reaction SMILES: [C:1]1([CH:7]2[CH2:12][CH:11](O)[CH2:10][CH2:9][C:8]2=O)[CH:6]=[CH:5][CH:4]=[CH:3][CH:2]=1.FC(F)(F)C(O)=[O:18]>>[C:1]1([C:7]2[CH2:12][CH2:11][C:10](=[O:18])[CH2:9][CH:8]=2)[CH:6]=[CH:5][CH:4]=[CH:3][CH:2]=1. Product: C1(=CC=CC=C1)C1=CCC(CC1)=O (4-phenyl-3-cyclohexen-1-one). Starting materials: S(O)(O)(=O)=O (sulfuric acid), cuprous sulfate, diazonium, [OH-].[NH4+] (ammonium hydroxide), NC1=CC=C(C2=C1CCN(CC2)C)SC2=CC=CC=C2 (9-amino-3-methyl-6-phenylthio-2,3,4,5-tetrahydro-1H-3-benzazepine), N(=O)[O-].[Na+] (sodium nitrite), O=C1C(O)=C(O)[C@H](O1)[C@@H](O)CO (ascorbic acid). Run in O (water), O (water), O (water). Yields the product OC1=CC=C(C2=C1CCN(CC2)C)SC2=CC=CC=C2 (9-hydroxy-3-methyl-6-phenylthio-2,3,4,5-tetrahydro-1H-3-benzazepine). RXN SMILES: S(=O)(=O)(O)O.N[C:7]1[C:12]2[CH2:13][CH2:14][N:15]([CH3:18])[CH2:16][CH2:17][C:11]=2[C:10]([S:19][C:20]2[CH:25]=[CH:24][CH:23]=[CH:22][CH:21]=2)=[CH:9][CH:8]=1.N([O-])=[O:27].[Na+].O=C1O[C@H]([C@H](CO)O)C(O)=C1O.[OH-].[NH4+]>O>[OH:27][C:7]1[C:12]2[CH2:13][CH2:14][N:15]([CH3:18])[CH2:16][CH2:17][C:11]=2[C:10]([S:19][C:20]2[CH:25]=[CH:24][CH:23]=[CH:22][CH:21]=2)=[CH:9][CH:8]=1 |f:2.3,5.6|. Procedure details: To a stirred solution of 114 ml. of water and 15 ml. of concentrated sulfuric acid at 60°-70° C. is added 23.2 g. (0.082 mole) of 9-amino-3-methyl-6-phenylthio-2,3,4,5-tetrahydro-1H-3-benzazepine. The resulting suspension is stirred vigorously and cooled to 0°-5° C. To this suspension is added 6.3 g. (0.091 mole) of sodium nitrite in 10 ml. of water at a rate such that the temperature does not exceed 5° C. The resulting diazonium solution is added dropwise to a boiling solution of 200 g. of cupr...